Dataset: the Open Reaction Database (ORD), a public repository of structured organic reaction records. Task: describe an organic reaction: reactants, conditions, products, and yield The reactants are C(#N)C1C(C1)C(=O)N(C)OC (2-Cyano-N-methoxy-N-methylcyclopropanecarboxamide), solution, C(CCC)[Li] (n-butyllithium), BrC1=C(C=C(C=C1)C)F (4-bromo-3-fluorotoluene), O (Water). The solvent is C1CCOC1 (THF), CCCCCC (hexane), C1CCOC1 (THF). Run at time 0.5 hour. Yields the product FC1=C(C(=O)C2C(C2)C#N)C=CC(=C1)C (2-(2-Fluoro-4-methylbenzoyl)cyclopropanecarbonitrile). RXN SMILES: C([Li])CCC.Br[C:7]1[CH:12]=[CH:11][C:10]([CH3:13])=[CH:9][C:8]=1[F:14].[C:15]([CH:17]1[CH2:19][CH:18]1[C:20](N(OC)C)=[O:21])#[N:16].O>CCCCCC.C1COCC1>[F:14][C:8]1[CH:9]=[C:10]([CH3:13])[CH:11]=[CH:12][C:7]=1[C:20]([CH:18]1[CH2:19][CH:17]1[C:15]#[N:16])=[O:21]. Reported procedure: 16.5 ml (26.5 mmol) of a 1.6N solution of n-butyllithium in hexane were added dropwise to a solution of 5.00 g (26.5 mmol) of 4-bromo-3-fluorotoluene in 40 ml of THF at −78° C., and the mixture was stirred for 0.5 h. Then, at −78° C., a solution of 2.72 g (17.6 mmol) of the compound from Example 73A in 10 ml of THF was added, and the mixture was allowed to warm to RT and was stirred at RT for 2 h. Water was added, the mixture was concentrated, and the crude product was purified by preparative HP... The reactants are C(C1=CC=CC=C1)(C1=CC=CC=C1)N1CC(C1)OC(C1=C(C=CC=C1)C(F)(F)F)C1=CC=C(C=C1)F (1-benzhydryl-3-[2-(trifluoromethyl)-4′-fluorobenzhydryloxy]azetidine), Cl.ClC1=C(C(C2=CC=C(C=C2)Cl)OC2CNC2)C=CC=C1 (3-(2,4′-dichlorobenzhydryloxy)azetidine hydrochloride). Product: Cl.FC(C1=C(C(C2=CC=C(C=C2)F)OC2CNC2)C=CC=C1)(F)F (3-[2-(trifluoromethyl)-4′-fluorobenzhydryloxy]azetidine hydrochloride). The yield is 55.0%. RXN SMILES: C([N:14]1[CH2:17][CH:16]([O:18][CH:19]([C:30]2[CH:35]=[CH:34][C:33]([F:36])=[CH:32][CH:31]=2)[C:20]2[CH:25]=[CH:24][CH:23]=[CH:22][C:21]=2[C:26]([F:29])([F:28])[F:27])[CH2:15]1)(C1C=CC=CC=1)C1C=CC=CC=1.Cl.[Cl:38]C1C=CC=CC=1C(OC1CNC1)C1C=CC(Cl)=CC=1>>[ClH:38].[F:29][C:26]([F:27])([F:28])[C:21]1[CH:22]=[CH:23][CH:24]=[CH:25][C:20]=1[CH:19]([O:18][CH:16]1[CH2:17][NH:14][CH2:15]1)[C:30]1[CH:35]=[CH:34][C:33]([F:36])=[CH:32][CH:31]=1 |f:1.2,3.4|. Reported procedure: This material was prepared from 1-benzhydryl-3-[2-(trifluoromethyl)-4′-fluorobenzyloxy]azetidine (161) (7.5 mmol) using the procedure described for compound (9). Crystallisation from DIPE-MeOH afforded the product as a white solid (1.49 g, 55%). Starting materials: CN(C)S(=O)(=O)C1CC(OCc2ccccc2)C1, CCO, [Pd]. Yields the product CN(C)S(=O)(=O)C1CC(O)C1. As a reaction SMILES: [CH2:1]([c:2]1[cH:3][cH:4][cH:5][cH:6][cH:7]1)[O:8][CH:9]1[CH2:10][CH:11]([S:13](=[O:14])(=[O:15])[N:16]([CH3:17])[CH3:18])[CH2:12]1.[CH3:19][CH2:20][OH:21].[Pd:22]>>[OH:8][CH:9]1[CH2:10][CH:11]([S:13](=[O:14])(=[O:15])[N:16]([CH3:17])[CH3:18])[CH2:12]1.